This data is from the Open Reaction Database (ORD), a public repository of structured organic reaction records. The task is: describe an organic reaction: reactants, conditions, products, and yield Starting materials: OC1=C(C2=C(C(CO2)=O)C=C1)CN1CCN(CC1)C(=O)OC(C)(C)C (tert-butyl 4-[(6-hydroxy-3-oxo-2,3-dihydrobenzofuran-7-yl)methyl]piperazine-1-carboxylate), C(C1=CC=CC=C1)OC=1C=CC=C2C(=CNC12)C=O (7-benzyloxy-1H-indole-3-carboxaldehyde). The reagents and catalysts are N1CCCCC1 (piperidine). The solvent is CO (methanol). Conditions: temperature 50 celsius, time 2 hour. The product is C(C1=CC=CC=C1)OC=1C=CC=C2C(=CNC12)\C=C\1/OC2=C(C1=O)C=CC(=C2CN2CCN(CC2)C(=O)OC(C)(C)C)O (tert-butyl (Z)-4-[(2-{[7-(benzyloxy)-1H-indol-3-yl]methylene}-6-hydroxy-3-oxo-2,3-dihydrobenzofuran-7-yl)methyl]piperazine-1-carboxylate). The yield is 60.2%. RXN SMILES: [OH:1][C:2]1[CH:11]=[CH:10][C:5]2[C:6](=[O:9])[CH2:7][O:8][C:4]=2[C:3]=1[CH2:12][N:13]1[CH2:18][CH2:17][N:16]([C:19]([O:21][C:22]([CH3:25])([CH3:24])[CH3:23])=[O:20])[CH2:15][CH2:14]1.[CH2:26]([O:33][C:34]1[CH:35]=[CH:36][CH:37]=[C:38]2[C:42]=1[NH:41][CH:40]=[C:39]2[CH:43]=O)[C:27]1[CH:32]=[CH:31][CH:30]=[CH:29][CH:28]=1>CO.N1CCCCC1>[CH2:26]([O:33][C:34]1[CH:35]=[CH:36][CH:37]=[C:38]2[C:42]=1[NH:41][CH:40]=[C:39]2/[CH:43]=[C:7]1\[O:8][C:4]2[C:3]([CH2:12][N:13]3[CH2:14][CH2:15][N:16]([C:19]([O:21][C:22]([CH3:25])([CH3:24])[CH3:23])=[O:20])[CH2:17][CH2:18]3)=[C:2]([OH:1])[CH:11]=[CH:10][C:5]=2[C:6]\1=[O:9])[C:27]1[CH:32]=[CH:31][CH:30]=[CH:29][CH:28]=1. Reported procedure: A solution of tert-butyl 4-[(6-hydroxy-3-oxo-2,3-dihydrobenzofuran-7-yl)methyl]piperazine-1-carboxylate (0.050 g, 0.14 mmol) obtained in Example A16, Step 1 in methanol (2.0 mL) was added with 7-benzyloxy-1H-indole-3-carboxaldehyde (0.035 g, 0.14 mmol). Then, the mixture was added with 5 drops of piperidine, and the mixture was stirred at 50° C. for 2 hours. The reaction mixture was cooled to room temperature, and then the solid was collected by filtration, and washed with a mixed solvent of chl... Starting materials: C1(CC1)C[C@@H](COC=1C=CC2=C(N(C(C3=C(N=CC=C23)C)=O)C)C1)NC(OC(C)(C)C)=O ((S)-tert-butyl (1-cyclopropyl-3-((4,6-dimethyl-5-oxo-5,6-dihydrobenzo[c][2,7]naphthyridin-8-yl)oxy)propan-2-yl)carbamate), Cl (HCl). Solvent: C(C)OCC (diethyl ether). Run at time 1 hour. The product is N[C@H](COC=1C=CC2=C(N(C(C3=C(N=CC=C23)C)=O)C)C1)CC1CC1 ((S)-8-(2-amino-3-cyclopropylpropoxy)-4,6-dimethylbenzo[c][2,7]naphthyridin-5(6H)-one). Yield: 22.0%. As a reaction SMILES: [CH:1]1([CH2:4][C@H:5]([NH:25]C(=O)OC(C)(C)C)[CH2:6][O:7][C:8]2[CH:9]=[CH:10][C:11]3[C:20]4[C:15](=[C:16]([CH3:21])[N:17]=[CH:18][CH:19]=4)[C:14](=[O:22])[N:13]([CH3:23])[C:12]=3[CH:24]=2)[CH2:3][CH2:2]1.Cl>C(OCC)C>[NH2:25][C@@H:5]([CH2:4][CH:1]1[CH2:3][CH2:2]1)[CH2:6][O:7][C:8]1[CH:9]=[CH:10][C:11]2[C:20]3[C:15](=[C:16]([CH3:21])[N:17]=[CH:18][CH:19]=3)[C:14](=[O:22])[N:13]([CH3:23])[C:12]=2[CH:24]=1. Procedure details: An ambient temperature suspension of (S)-tert-butyl (1-cyclopropyl-3-((4,6-dimethyl-5-oxo-5,6-dihydrobenzo[c][2,7]naphthyridin-8-yl)oxy)propan-2-yl)carbamate (50 mg, 0.114 mmol) (prepared as described in Example 16 using (S)-tert-butyl (1-cyclopropyl-3-hydroxypropan-2-yl)carbamate (0.287 g, 1.334 mmol) in Part H) in diethyl ether (1 mL) was treated with HCl (4M in 1,4-dioxane) (0.571 mL, 2.286 mmol) and stirred for 1 h. The resulting mixture was concentrated under reduced pressure to a yellow so... Starting materials: BrB(Br)Br, O=C([O-])O, ClCCl, COc1ccccc1OCC(F)(F)F, [Na+]. Yields the product Oc1ccccc1OCC(F)(F)F. Reaction SMILES: [B:15]([Br:16])([Br:17])[Br:18].[C:19](=[O:20])([OH:21])[O-:22].[CH2:24]([Cl:25])[Cl:26].[CH3:1][O:2][c:3]1[c:4]([O:9][CH2:10][C:11]([F:12])([F:13])[F:14])[cH:5][cH:6][cH:7][cH:8]1.[Na+:23]>>[OH:2][c:3]1[c:4]([O:9][CH2:10][C:11]([F:12])([F:13])[F:14])[cH:5][cH:6][cH:7][cH:8]1. Reactants: ClC1=NC(=C2N=CN(C2=N1)[C@H]1C[C@H](OC(=O)C2=CC=C(C=C2)C)[C@H](O1)COC(=O)C1=CC=C(C=C1)C)N1C(=NC=C1)CCC (2-Chloro-9-[2-deoxy-3,5-di-O-(p-toluoyl)-β-D-erythro-pentofuranosyl]-6-(2-propylimidazol-1-yl)purine), C(C1=CC=CC=C1)I (BnI), CC#N (CH3CN). Yields the product [I-].C(C1=CC=CC=C1)N1C(=[N+](C=C1)C1=C2N=CN(C2=NC(=N1)Cl)[C@H]1C[C@H](OC(=O)C2=CC=C(C=C2)C)[C@H](O1)COC(=O)C1=CC=C(C=C1)C)CCC (3-benzyl-1-{2-chloro-9-[2-deoxy-3,5-di-O-(p-toluoyl)-β-D-erythro-pentofuranosyl]purin-6-yl}-2-propylimidazolium iodide). As a reaction SMILES: [Cl:1][C:2]1[N:10]=[C:9]2[C:5]([N:6]=[CH:7][N:8]2[C@@H:11]2[O:25][C@H:24]([CH2:26][O:27][C:28]([C:30]3[CH:35]=[CH:34][C:33]([CH3:36])=[CH:32][CH:31]=3)=[O:29])[C@@H:13]([O:14][C:15]([C:17]3[CH:22]=[CH:21][C:20]([CH3:23])=[CH:19][CH:18]=3)=[O:16])[CH2:12]2)=[C:4]([N:37]2[CH:41]=[CH:40][N:39]=[C:38]2[CH2:42][CH2:43][CH3:44])[N:3]=1.[CH2:45]([I:52])[C:46]1[CH:51]=[CH:50][CH:49]=[CH:48][CH:47]=1.CC#N>>[I-:52].[CH2:45]([N:39]1[CH:40]=[CH:41][N+:37]([C:4]2[N:3]=[C:2]([Cl:1])[N:10]=[C:9]3[C:5]=2[N:6]=[CH:7][N:8]3[C@@H:11]2[O:25][C@H:24]([CH2:26][O:27][C:28]([C:30]3[CH:35]=[CH:34][C:33]([CH3:36])=[CH:32][CH:31]=3)=[O:29])[C@@H:13]([O:14][C:15]([C:17]3[CH:22]=[CH:21][C:20]([CH3:23])=[CH:19][CH:18]=3)=[O:16])[CH2:12]2)=[C:38]1[CH2:42][CH2:43][CH3:44])[C:46]1[CH:51]=[CH:50][CH:49]=[CH:48][CH:47]=1 |f:3.4|. Reported procedure: 2-Chloro-9-[2-deoxy-3,5-di-O-(p-toluoyl)-β-D-erythro-pentofuranosyl]-6-(2-propylimidazol-1-yl)purine (0.615 g, 1 mmol) was treated with a solution of BnI in CH3CN (0.3 M, 40 mL, 12 mmol) by method 3 to give 3-benzyl-1-{2-chloro-9-[2-deoxy-3,5-di-O-(p-toluoyl)-β-D-erythro-pentofuranosyl]purin-6-yl}-2-propylimidazolium iodide (0.83 g, crude): 1H NMR (500 MHz, CDCl3) δ 8.94 (s, 1H), 8.49 (s, 1H), 8.00 (d, J=8.5 Hz, 2H), 7.88 (d, J=8.0 Hz, 2H), 7.81 (s, 1H), 7.46-7.50 (m, 5H), 7.32 (d, J=8.0 Hz, 2H)... Starting materials: Cl (hydrochloric acid), ClC=1C=NC(=NC1)C1=CC(=C(C=C1)C(CCC(F)(F)F)NC1=CC=C(C(=O)N2C[C@@H](CCC2)C(=O)OCC)C=C1)C (ethyl (3R)-1-(4-((1-(4-(5-chloropyrimidin-2-yl)-2-methylphenyl)-4,4,4-trifluorobutyl)amino)benzoyl)piperidine-3-carboxylate), C(C)O (ethanol), [OH-].[Na+] (sodium hydroxide). The solvent is O1CCCC1 (tetrahydrofuran). Reaction conditions: time 2 hour. The product is ClC=1C=NC(=NC1)C1=CC(=C(C=C1)C(CCC(F)(F)F)NC1=CC=C(C(=O)N2C[C@@H](CCC2)C(=O)O)C=C1)C ((3R)-1-(4-((1-(4-(5-chloropyrimidin-2-yl)-2-methylphenyl)-4,4,4-trifluorobutyl)amino)benzoyl)piperidine-3-carboxylic acid). Isolated yield 77.1%. As a reaction SMILES: [Cl:1][C:2]1[CH:3]=[N:4][C:5]([C:8]2[CH:13]=[CH:12][C:11]([CH:14]([NH:21][C:22]3[CH:40]=[CH:39][C:25]([C:26]([N:28]4[CH2:33][CH2:32][CH2:31][C@@H:30]([C:34]([O:36]CC)=[O:35])[CH2:29]4)=[O:27])=[CH:24][CH:23]=3)[CH2:15][CH2:16][C:17]([F:20])([F:19])[F:18])=[C:10]([CH3:41])[CH:9]=2)=[N:6][CH:7]=1.C(O)C.[OH-].[Na+].Cl>O1CCCC1>[Cl:1][C:2]1[CH:3]=[N:4][C:5]([C:8]2[CH:13]=[CH:12][C:11]([CH:14]([NH:21][C:22]3[CH:40]=[CH:39][C:25]([C:26]([N:28]4[CH2:33][CH2:32][CH2:31][C@@H:30]([C:34]([OH:36])=[O:35])[CH2:29]4)=[O:27])=[CH:24][CH:23]=3)[CH2:15][CH2:16][C:17]([F:19])([F:18])[F:20])=[C:10]([CH3:41])[CH:9]=2)=[N:6][CH:7]=1 |f:2.3|. Procedure details: To a reaction mixture of ethyl (3R)-1-(4-((1-(4-(5-chloropyrimidin-2-yl)-2-methylphenyl)-4,4,4-trifluorobutyl)amino)benzoyl)piperidine-3-carboxylate (8.88 g), ethanol (30 mL) and tetrahydrofuran (30 mL) was added 1M aqueous sodium hydroxide solution (30.2 ml) at 0° C., and the mixture was stirred at room temperature for 2 hr. The reaction mixture was neutralized with 1M hydrochloric acid at 0° C., and extracted with ethyl acetate. The extract was washed with water and saturated brine, and dried ... Starting materials: [N+](=O)([O-])C1=CC=C(C=C1)NC(=O)NC=1C=C2C=NN(C2=CC1)CCN1CCCC1 (1-(4-nitro-phenyl)-3-[1-(2-pyrrolidin-1-yl-ethyl)-1H-indazol-5-yl]-urea), [Cl-].[NH4+] (ammonium chloride). The reagents and catalysts are [Fe] (iron). Solvent: C(C)O.O (ethanol H2O). Conditions: time 15 minute. Yields the product NC1=CC=C(C=C1)NC(=O)NC=1C=C2C=NN(C2=CC1)CCN1CCCC1 (1-(4-amino-phenyl)-3-[1-(2-pyrrolidin-1-yl-ethyl)-1H-indazol-5-yl]-urea). The yield is 91.5%. RXN SMILES: [N+:1]([C:4]1[CH:9]=[CH:8][C:7]([NH:10][C:11]([NH:13][C:14]2[CH:15]=[C:16]3[C:20](=[CH:21][CH:22]=2)[N:19]([CH2:23][CH2:24][N:25]2[CH2:29][CH2:28][CH2:27][CH2:26]2)[N:18]=[CH:17]3)=[O:12])=[CH:6][CH:5]=1)([O-])=O.[Cl-].[NH4+]>[Fe].C(O)C.O>[NH2:1][C:4]1[CH:9]=[CH:8][C:7]([NH:10][C:11]([NH:13][C:14]2[CH:15]=[C:16]3[C:20](=[CH:21][CH:22]=2)[N:19]([CH2:23][CH2:24][N:25]2[CH2:26][CH2:27][CH2:28][CH2:29]2)[N:18]=[CH:17]3)=[O:12])=[CH:6][CH:5]=1 |f:1.2,4.5|. Procedure details: A mixture of 1-(4-nitro-phenyl)-3-[1-(2-pyrrolidin-1-yl-ethyl)-1H-indazol-5-yl]-urea (3.1 g, 7.8 mmol), iron powder (3.5 g, 63 mmol), and ammonium chloride (0.21 g, 3.9 mmol) in a 4:1 ethanol/H2O solution (50 mL) was heated to reflux for 3 hours, cooled to room temperature and concentrated under reduced pressure. The residue was taken up and stirred in triethylamine/ethyl acetate (1/4, 30 mL) for 15 minutes followed by filteration through a plug of silica gel which was rinsed with triethylamine/...